This data is from the Open Reaction Database (ORD), a public repository of structured organic reaction records. The task is: describe an organic reaction: reactants, conditions, products, and yield Starting materials: Cl (HCl), C(CC)NC1=C(SC(=C1)C1=CC=NC=C1)C(=O)OC (methyl 3-(propylamino)-5-(pyridin-4-yl)thiophene-2-carboxylate), C[O-].[Na+] (sodium methoxide), CO (methanol). Solvent: O (water). Product: C(CC)NC1=C(SC(=C1)C1=CC=NC=C1)C(=O)O (3-(propylamino)-5-(pyridin-4-yl)thiophene-2-carboxylic acid). The yield is 87.8%. As a reaction SMILES: [CH2:1]([NH:4][C:5]1[CH:9]=[C:8]([C:10]2[CH:15]=[CH:14][N:13]=[CH:12][CH:11]=2)[S:7][C:6]=1[C:16]([O:18]C)=[O:17])[CH2:2][CH3:3].C[O-].[Na+].CO.Cl>O>[CH2:1]([NH:4][C:5]1[CH:9]=[C:8]([C:10]2[CH:15]=[CH:14][N:13]=[CH:12][CH:11]=2)[S:7][C:6]=1[C:16]([OH:18])=[O:17])[CH2:2][CH3:3] |f:1.2|. Reported procedure: A mixture of methyl 3-(propylamino)-5-(pyridin-4-yl)thiophene-2-carboxylate (0.573 g, 2.07 mmol), sodium methoxide (0.335 g, 6.21 mmol), methanol (8.0 mL) and water (2.0 mL) was refluxed overnight. The mixture was cooled in an ice-bath and conc. HCl (0.510 mL, 6.21 mmol) was added. The resultant yellow precipitate was collected by filtration and washed with water and methanol to afford the title compound (0.477 g, 88%) as a yellow solid: Starting materials: CN(C(=O)OC(C)(C)C)C(Cc1ccc2ccccc2c1)C(=O)O, CCN(C(C)C)C(C)C, CCN=C=NCCCN(C)C, CNC(CNS(C)(=O)=O)Cc1ccccc1, CN(C)C=O, CCOC(C)=O, ClCCl, Cl, Oc1ccnc2[nH]nnc12. The product is CN(C(=O)C(Cc1ccc2ccccc2c1)N(C)C(=O)OC(C)(C)C)C(CNS(C)(=O)=O)Cc1ccccc1. Reaction SMILES: [C:1]([CH3:2])([CH3:3])([CH3:4])[O:5][C:6](=[O:7])[N:8]([CH3:9])[CH:10]([C:11](=[O:12])[OH:13])[CH2:14][c:15]1[cH:16][c:17]2[cH:18][cH:19][cH:20][cH:21][c:22]2[cH:23][cH:24]1.[CH2:63]([N:64]([CH:65]([CH3:66])[CH3:67])[CH:68]([CH3:69])[CH3:70])[CH3:71].[CH3:36][N:37]([CH3:38])[CH2:39][CH2:40][CH2:41][N:42]=[C:43]=[N:44][CH2:45][CH3:46].[CH3:47][NH:48][CH:49]([CH2:50][NH:51][S:52](=[O:53])(=[O:54])[CH3:55])[CH2:56][c:57]1[cH:58][cH:59][cH:60][cH:61][cH:62]1.[CH3:72][N:73]([CH3:74])[CH:75]=[O:76].[CH3:80][CH2:81][O:82][C:83](=[O:84])[CH3:85].[Cl:77][CH2:78][Cl:79].[ClH:35].[OH:25][c:26]1[c:27]2[n:28][n:29][nH:30][c:31]2[n:32][cH:33][cH:34]1>>[C:1]([CH3:2])([CH3:3])([CH3:4])[O:5][C:6](=[O:7])[N:8]([CH3:9])[CH:10]([C:11](=[O:12])[N:48]([CH3:47])[CH:49]([CH2:50][NH:51][S:52](=[O:53])(=[O:54])[CH3:55])[CH2:56][c:57]1[cH:58][cH:59][cH:60][cH:61][cH:62]1)[CH2:14][c:15]1[cH:16][c:17]2[cH:18][cH:19][cH:20][cH:21][c:22]2[cH:23][cH:24]1. Starting materials: ClCCl, O=S(=O)(OS(=O)(=O)C(F)(F)F)C(F)(F)F, CC(C)(C)c1ccc(O)c([N+](=O)[O-])c1, [Na+], O=C([O-])O, c1ccncc1. Yields the product CC(C)(C)c1ccc(OS(=O)(=O)C(F)(F)F)c([N+](=O)[O-])c1. As a reaction SMILES: [Cl:41][CH2:42][Cl:43].[F:1][C:2]([F:3])([F:4])[S:5](=[O:6])(=[O:7])[O:8][S:9]([C:10]([F:11])([F:12])[F:13])(=[O:14])=[O:15].[N+:16](=[O:17])([O-:18])[c:19]1[c:20]([OH:29])[cH:21][cH:22][c:23]([C:25]([CH3:26])([CH3:27])[CH3:28])[cH:24]1.[Na+:40].[O-:36][C:37]([OH:38])=[O:39].[cH:30]1[cH:31][cH:32][n:33][cH:34][cH:35]1>>[F:1][C:2]([F:3])([F:4])[S:5](=[O:6])(=[O:7])[O:8][c:20]1[c:19]([N+:16](=[O:17])[O-:18])[cH:24][c:23]([C:25]([CH3:26])([CH3:27])[CH3:28])[cH:22][cH:21]1. The reactants are CC(C)C(C#N)(CCCO[Si](C)(C)C(C)(C)C)c1ccc(Br)s1, [Li]CCCC, CN(C)C=O, CCCCCC, [Cl-], [NH4+], C1CCOC1. The product is CC(C)C(C#N)(CCCO[Si](C)(C)C(C)(C)C)c1ccc(C=O)s1. As a reaction SMILES: [C:1](#[N:2])[C:3]([CH2:4][CH2:5][CH2:6][O:7][Si:8]([CH3:9])([CH3:10])[C:11]([CH3:12])([CH3:13])[CH3:14])([CH:15]([CH3:16])[CH3:17])[c:18]1[cH:19][cH:20][c:21]([Br:23])[s:22]1.[CH2:24]([Li:25])[CH2:26][CH2:27][CH3:28].[CH3:29][N:30]([CH:31]=[O:32])[CH3:33].[CH3:41][CH2:42][CH2:43][CH2:44][CH2:45][CH3:46].[Cl-:34].[NH4+:35].[O:36]1[CH2:37][CH2:38][CH2:39][CH2:40]1>>[C:1](#[N:2])[C:3]([CH2:4][CH2:5][CH2:6][O:7][Si:8]([CH3:9])([CH3:10])[C:11]([CH3:12])([CH3:13])[CH3:14])([CH:15]([CH3:16])[CH3:17])[c:18]1[cH:19][cH:20][c:21]([CH:31]=[O:32])[s:22]1. Procedure details: Following general procedure F, {6-bromo-4-[(1-methylpiperidin-4-yl)methylamino]quinolin-3-yl}(cyclopropyl)methanone (50 mg, 0.120 mmol) was reacted with 2-chloro-6-fluoro-4-(4,4,5,5-tetramethyl-1,3,2-dioxaborolan-2-yl)phenol (49 mg, 0.180 mmol) to afford the desired product (29 mg, 51%) as a yellow solid: 1H NMR (300 MHz, CD3OD) δ 9.13 (s, 1H), 8.39 (d, J=1.5 Hz, 1H), 8.02-7.83 (m, 2H), 7.56-7.37 (m, 2H), 3.84 (d, J=5.9 Hz, 2H), 2.89-2.74 (m, 3H), 2.71 (s, 3H), 2.05 (d, J=13.4 Hz, 3H), 1.65-1.47... The product is ClC=1C=C(C=C(C1O)F)C=1C=C2C(=C(C=NC2=CC1)C(=O)C1CC1)NCC1CCN(CC1)C ({6-(3-Chloro-5-fluoro-4-hydroxyphenyl)-4-[(1-methylpiperidin-4-yl)methylamino]quinolin-3-yl}(cyclopropyl)methanone). The reactants are BrC=1C=C2C(=C(C=NC2=CC1)C(=O)C1CC1)NCC1CCN(CC1)C ({6-bromo-4-[(1-methylpiperidin-4-yl)methylamino]quinolin-3-yl}(cyclopropyl)methanone), ClC1=C(C(=CC(=C1)B1OC(C(O1)(C)C)(C)C)F)O (2-chloro-6-fluoro-4-(4,4,5,5-tetramethyl-1,3,2-dioxaborolan-2-yl)phenol). The yield is 51.6%. As a reaction SMILES: Br[C:2]1[CH:3]=[C:4]2[C:9](=[CH:10][CH:11]=1)[N:8]=[CH:7][C:6]([C:12]([CH:14]1[CH2:16][CH2:15]1)=[O:13])=[C:5]2[NH:17][CH2:18][CH:19]1[CH2:24][CH2:23][N:22]([CH3:25])[CH2:21][CH2:20]1.[Cl:26][C:27]1[CH:32]=[C:31](B2OC(C)(C)C(C)(C)O2)[CH:30]=[C:29]([F:42])[C:28]=1[OH:43]>>[Cl:26][C:27]1[CH:32]=[C:31]([C:2]2[CH:3]=[C:4]3[C:9](=[CH:10][CH:11]=2)[N:8]=[CH:7][C:6]([C:12]([CH:14]2[CH2:15][CH2:16]2)=[O:13])=[C:5]3[NH:17][CH2:18][CH:19]2[CH2:20][CH2:21][N:22]([CH3:25])[CH2:23][CH2:24]2)[CH:30]=[C:29]([F:42])[C:28]=1[OH:43].